From a dataset of the Open Reaction Database (ORD), a public repository of structured organic reaction records. describe an organic reaction: reactants, conditions, products, and yield Starting materials: NC=1C(=CC2=C(C(=NC(C(N2C)=O)(C)C)C2=C(C=CC=C2)Cl)C1Br)Br (7-amino-6,8-dibromo-5-(o-chlorophenyl)-1,3-dihydro-1,3,3-trimethyl-2H-1,4-benzodiazepin-2-one). Solvent: C(Cl)Cl.C1CCCCC1 (methylene chloride cyclohexane). Product: NC=1C=CC2=C(C(=NC(C(N2C)=O)(C)C)C2=C(C=CC=C2)Cl)C1 (7-amino-5-(o-chlorophenyl)-1,3-dihydro-1,3,3-trimethyl-2H-1,4-benzodiazepin-2-one). As a reaction SMILES: [NH2:1][C:2]1[C:3](Br)=[CH:4][C:5]2[N:11]([CH3:12])[C:10](=[O:13])[C:9]([CH3:15])([CH3:14])[N:8]=[C:7]([C:16]3[CH:21]=[CH:20][CH:19]=[CH:18][C:17]=3[Cl:22])[C:6]=2[C:23]=1Br>C(Cl)Cl.C1CCCCC1>[NH2:1][C:2]1[CH:3]=[CH:4][C:5]2[N:11]([CH3:12])[C:10](=[O:13])[C:9]([CH3:15])([CH3:14])[N:8]=[C:7]([C:16]3[CH:21]=[CH:20][CH:19]=[CH:18][C:17]=3[Cl:22])[C:6]=2[CH:23]=1 |f:1.2|. Reported procedure: From 20 g (0.061 mol) of 7-amino-5-(o-chlorophenyl)-1,3-dihydro-1,3,3-trimethyl-2H-1,4-benzodiazepin-2-one there is obtained, in analogy to the details of Example 45, 7-amino-6,8-dibromo-5-(o-chlorophenyl)-1,3-dihydro-1,3,3-trimethyl-2H-1,4-benzodiazepin-2-one of melting point 110° (methylene chloride/cyclohexane). The reactants are CN(C)C=O, [H-], [Na+], BrCCCOc1ccccc1, O=c1ccc2cnc(Nc3ccccc3)nc2[nH]1. Yields the product O=c1ccc2cnc(Nc3ccccc3)nc2n1CCCOc1ccccc1. RXN SMILES: [CH3:32][N:33]([CH3:34])[CH:35]=[O:36].[H-:2].[Na+:1].[O:21]([c:22]1[cH:23][cH:24][cH:25][cH:26][cH:27]1)[CH2:28][CH2:29][CH2:30][Br:31].[c:3]1([NH:9][c:10]2[n:11][cH:12][c:13]3[c:14]([n:15]2)[nH:16][c:17](=[O:20])[cH:18][cH:19]3)[cH:4][cH:5][cH:6][cH:7][cH:8]1>>[c:3]1([NH:9][c:10]2[n:11][cH:12][c:13]3[c:14]([n:15]2)[n:16]([CH2:30][CH2:29][CH2:28][O:21][c:22]2[cH:23][cH:24][cH:25][cH:26][cH:27]2)[c:17](=[O:20])[cH:18][cH:19]3)[cH:4][cH:5][cH:6][cH:7][cH:8]1. The reactants are C[O-], CO, ClC(Cl)Cl, COc1nc2c(C(=O)NC3CCCC3)c(S(C)(=O)=O)nn2c(-c2ccc(Cl)cc2)c1-c1ccccc1Cl, [Na+], C1CCOC1, O. Yields the product COc1nc2c(C(=O)NC3CCCC3)c(OC)nn2c(-c2ccc(Cl)cc2)c1-c1ccccc1Cl. As a reaction SMILES: [CH3:38][O-:39].[CH3:51][OH:52].[CH:41]([Cl:42])([Cl:43])[Cl:44].[Cl:1][c:2]1[c:3](-[c:8]2[c:9]([O:36][CH3:37])[n:10][c:11]3[n:12]([c:13]2-[c:14]2[cH:15][cH:16][c:17]([Cl:20])[cH:18][cH:19]2)[n:21][c:22]([S:32]([CH3:33])(=[O:34])=[O:35])[c:23]3[C:24]([NH:25][CH:26]2[CH2:27][CH2:28][CH2:29][CH2:30]2)=[O:31])[cH:4][cH:5][cH:6][cH:7]1.[Na+:40].[O:46]1[CH2:47][CH2:48][CH2:49][CH2:50]1.[OH2:45]>>[Cl:1][c:2]1[c:3](-[c:8]2[c:9]([O:36][CH3:37])[n:10][c:11]3[n:12]([c:13]2-[c:14]2[cH:15][cH:16][c:17]([Cl:20])[cH:18][cH:19]2)[n:21][c:22]([O:39][CH3:38])[c:23]3[C:24]([NH:25][CH:26]2[CH2:27][CH2:28][CH2:29][CH2:30]2)=[O:31])[cH:4][cH:5][cH:6][cH:7]1. The reactants are C(C)(=O)O (acetic acid), CN1N=CC=C1 (N-Methylpyrazole), C(CCCCC)[Li] (n-Hexyllithium), C(C)(C)OB1OC(C(O1)(C)C)(C)C (2-Isopropoxy-4,4,5,5-tetramethyl-1,3,2-dioxaborolane). Solvent: O (water), O1CCCC1 (tetrahydrofuran), O1CCCC1 (tetrahydrofuran). Run at temperature 25 celsius. The product is CN1N=CC=C1B1OC(C(O1)(C)C)(C)C (1-Methyl-5-(4,4,5,5-tetramethyl-1,3,2-dioxaborolan-2-yl)-1H-pyrazole). RXN SMILES: [CH3:1][N:2]1[CH:6]=[CH:5][CH:4]=[N:3]1.C([Li])CCCCC.C(O[B:18]1[O:22][C:21]([CH3:24])([CH3:23])[C:20]([CH3:26])([CH3:25])[O:19]1)(C)C.C(O)(=O)C>O1CCCC1.O>[CH3:1][N:2]1[C:6]([B:18]2[O:22][C:21]([CH3:24])([CH3:23])[C:20]([CH3:26])([CH3:25])[O:19]2)=[CH:5][CH:4]=[N:3]1. Procedure: N-Methylpyrazole (6.0 kg, 1 mol eq, limiting reagent) was charged, followed by anhydrous tetrahydrofuran (84 L, 14 rel vol) and the reaction mixture was cooled to −10° C. n-Hexyllithium (2.3 M solution in hexanes, 23.6 kg, 1.05 mol eq) was charged keeping the temperature below −5° C., followed by a line rinse of iso-hexane (1.2 L, 0.2 rel vol). The reaction mixture was stirred at below −5° C. 2-Isopropoxy-4,4,5,5-tetramethyl-1,3,2-dioxaborolane (14.9 kg, 1.1 mol eq) was diluted with anhydrous te...